From a dataset of the Open Reaction Database (ORD), a public repository of structured organic reaction records. describe an organic reaction: reactants, conditions, products, and yield The solvent is OS(=O)(=O)O (H2SO4). Reported procedure: To a solution of 3-hydroxy-2-methylbenzoic acid (5.00 g, 25.3 mmol) in concentrated H2SO4 (98%, 10 mL) was added concentrated HNO3 (63%, 10 mL) dropwise. The mixture was stirred at −40° C. for 10 min. The mixture was poured into ice-water and extracted by EA (3 times). The organic layers were combined, dried over anhydrous Na2SO4. Then the solvent was evaporated in vacuo to afford 3-hydroxy-2-methyl-4-nitrobenzoic acid as a yellow solid, which was used for next step without further purification. As a reaction SMILES: [OH:1][C:2]1[C:3]([CH3:11])=[C:4]([CH:8]=[CH:9][CH:10]=1)[C:5]([OH:7])=[O:6].[N+:12]([O-])([OH:14])=[O:13]>OS(O)(=O)=O>[OH:1][C:2]1[C:3]([CH3:11])=[C:4]([CH:8]=[CH:9][C:10]=1[N+:12]([O-:14])=[O:13])[C:5]([OH:7])=[O:6]. Reactants: OC=1C(=C(C(=O)O)C=CC1)C (3-hydroxy-2-methylbenzoic acid), [N+](=O)(O)[O-] (HNO3), ice water. Run at temperature -40 celsius, time 10 minute. The product is OC=1C(=C(C(=O)O)C=CC1[N+](=O)[O-])C (3-hydroxy-2-methyl-4-nitrobenzoic acid).